Dataset: the Open Reaction Database (ORD), a public repository of structured organic reaction records. Task: describe an organic reaction: reactants, conditions, products, and yield The reactants are C(C1=CC=CC=C1)N1N=C2C=C(C=CC2=C1)C=1C=C(N2N=CN=C(C21)N)C2CCNCC2 (5-(2-benzyl-2H-indazol-6-yl)-7-piperidin-4-ylpyrrolo[2,1-f][1,2,4]triazin-4-amine), BrCCO[Si](C)(C)C(C)(C)C ((2-bromoethoxy)-tert-butyldimethylsilane), C(C)(C)N(C(C)C)CC (N,N-diisopropylethylamine), C1CCOC1 (THF), BrCCO[Si](C)(C)C(C)(C)C ((2-bromoethoxy)-tert-butyldimethylsilane), C(C)(C)N(C(C)C)CC (N,N-diisopropylethylamine). Reaction conditions: temperature 60 celsius, time 64 hour. The product is NC1=NC=NN2C1=C(C=C2C2CN(CCC2)CCO)C=2C=CC1=CN(N=C1C2)CC2=CC=CC=C2 (2-{3-[4-amino-5-(2-benzyl-2H-indazol-6-yl)pyrrolo[2,1-f][1,2,4]triazin-7-yl]piperidin-1-yl}ethanol). RXN SMILES: [CH2:1]([N:8]1[CH:16]=[C:15]2[C:10]([CH:11]=[C:12]([C:17]3[CH:18]=[C:19](C4CCNCC4)[N:20]4[C:25]=3[C:24]([NH2:26])=[N:23][CH:22]=[N:21]4)[CH:13]=[CH:14]2)=[N:9]1)[C:2]1[CH:7]=[CH:6][CH:5]=[CH:4][CH:3]=1.BrCCO[Si]([C:40]([CH3:43])([CH3:42])C)(C)C.[CH:44]([N:47]([CH2:51]C)[CH:48](C)C)(C)[CH3:45].C1C[O:56]CC1>>[NH2:26][C:24]1[C:25]2=[C:17]([C:12]3[CH:13]=[CH:14][C:15]4[C:10]([CH:11]=3)=[N:9][N:8]([CH2:1][C:2]3[CH:7]=[CH:6][CH:5]=[CH:4][CH:3]=3)[CH:16]=4)[CH:18]=[C:19]([CH:42]3[CH2:40][CH2:43][CH2:51][N:47]([CH2:44][CH2:45][OH:56])[CH2:48]3)[N:20]2[N:21]=[CH:22][N:23]=1. Procedure: To a solution of 5-(2-benzyl-2H-indazol-6-yl)-7-piperidin-4-ylpyrrolo[2,1-f][1,2,4]triazin-4-amine (100 mg, 0.22 mmol) in THF (1.5 mL) was added (2-bromoethoxy)-tert-butyldimethylsilane (51 μL, 0.24 mmol) and N,N-diisopropylethylamine (114 μl, 0.65 mmol). The reaction was heated at 60° C. for 17 h and then cooled to rt. Additional (2-bromoethoxy)-tert-butyldimethylsilane (51 μL) and N,N-diisopropylethylamine (114 μl) were added and the mixture continued to stir at 60° C. for 64 h. The crude mixt...